From a dataset of the Open Reaction Database (ORD), a public repository of structured organic reaction records. describe an organic reaction: reactants, conditions, products, and yield Reactants: COCOc1ccc(C2=CC(=O)CCC2)c(OCOC)c1, CCO, [H][H], [Pd]. The product is COCOc1ccc(C2CCCC(=O)C2)c(OCOC)c1. RXN SMILES: [CH3:1][O:2][CH2:3][O:4][c:5]1[c:6]([C:15]2=[CH:16][C:17](=[O:21])[CH2:18][CH2:19][CH2:20]2)[cH:7][cH:8][c:9]([O:11][CH2:12][O:13][CH3:14])[cH:10]1.[CH3:25][CH2:26][OH:27].[H:22][H:23].[Pd:24]>>[CH3:1][O:2][CH2:3][O:4][c:5]1[c:6]([CH:15]2[CH2:16][C:17](=[O:21])[CH2:18][CH2:19][CH2:20]2)[cH:7][cH:8][c:9]([O:11][CH2:12][O:13][CH3:14])[cH:10]1. The reactants are COC=CC1CC1c1cncc(OCc2ccccc2)c1, ClCCl. Product: COCCC1CC1c1cncc(OCc2ccccc2)c1. Reaction SMILES: [CH2:1]([c:2]1[cH:3][cH:4][cH:5][cH:6][cH:7]1)[O:8][c:9]1[cH:10][n:11][cH:12][c:13]([CH:15]2[CH:16]([CH:18]=[CH:19][O:20][CH3:21])[CH2:17]2)[cH:14]1.[Cl:22][CH2:23][Cl:24]>>[CH2:1]([c:2]1[cH:3][cH:4][cH:5][cH:6][cH:7]1)[O:8][c:9]1[cH:10][n:11][cH:12][c:13]([CH:15]2[CH:16]([CH2:18][CH2:19][O:20][CH3:21])[CH2:17]2)[cH:14]1. Reactants: CC=1OC(=CC1C(=O)OC)C (methyl 2,5-dimethylfuran-3-carboxylate), OC1CC(NC(C1)(C)C)(C)C (4-hydroxy-2,2,6,6-tetramethylpiperidine). Reagents/catalysts: CCCCO.CCCCO.CCCCO.CCCCO.[Ti] (tetrabutyl orthotitanate). Solvent: CO (methanol). The product is CC=1OC(=CC1C(=O)OC1CC(NC(C1)(C)C)(C)C)C (2,2,6,6-tetramethylpiperidin-4-yl 2,5-dimethylfuran-3-carboxylate). RXN SMILES: [CH3:1][C:2]1[O:3][C:4]([CH3:11])=[CH:5][C:6]=1[C:7]([O:9][CH3:10])=[O:8].OC1[CH2:18][C:17]([CH3:20])([CH3:19])[NH:16][C:15]([CH3:22])([CH3:21])[CH2:14]1>CCCCO.CCCCO.CCCCO.CCCCO.[Ti].CO>[CH3:1][C:2]1[O:3][C:4]([CH3:11])=[CH:5][C:6]=1[C:7]([O:9][CH:10]1[CH2:18][C:17]([CH3:20])([CH3:19])[NH:16][C:15]([CH3:22])([CH3:21])[CH2:14]1)=[O:8] |f:2.3.4.5.6|. Reported procedure: 154 g (1 mole) of methyl 2,5-dimethylfuran-3-carboxylate and 157 g (1 mole) of 4-hydroxy-2,2,6,6-tetramethylpiperidine were heated together with 10 g of tetrabutyl orthotitanate for 10 hours at about 190° C., the methanol formed being distilled off. When the reaction is complete, the mixture is cooled and the reaction mass is dissolved in ethyl acetate. The solution is extracted by shaking, first with 10% strength sodium carbonate solution and then with water, after which it is dried and evapora... Starting materials: FC=1C(=NC(=NC1)N)C=1N(C(=NC1)C)C(C)C (5-fluoro-4-(3-isopropyl-2-methyl-3H-imidazol-4-yl)-pyrimidin-2-ylamine), COC(=O)C=1SC(=CC1)Br (5-bromo-thiophene-2-carboxylic acid methyl ester), CC1(C2=C(C(=CC=C2)P(C3=CC=CC=C3)C4=CC=CC=C4)OC5=C(C=CC=C51)P(C6=CC=CC=C6)C7=CC=CC=C7)C (XantPhos), C(=O)([O-])[O-].[Cs+].[Cs+] (Cs2CO3). Reagents/catalysts: C=1C=CC(=CC1)/C=C/C(=O)/C=C/C2=CC=CC=C2.C=1C=CC(=CC1)/C=C/C(=O)/C=C/C2=CC=CC=C2.C=1C=CC(=CC1)/C=C/C(=O)/C=C/C2=CC=CC=C2.[Pd].[Pd] (Pd2(dba)3). Solvent: O1CCOCC1 (dioxane), O1CCOCC1.C1CCOC1 (dioxane THF). Run at temperature 130 celsius, time 13 hour. Yields the product FC=1C(=NC(=NC1)NC1=CC=C(S1)C(=O)O)C=1N(C(=NC1)C)C(C)C (5-[5-fluoro-4-(3-isopropyl-2-methyl-3H-imidazol-4-yl)-pyrimidin-2-ylamino]-thiophene-2-carboxylic acid). As a reaction SMILES: [F:1][C:2]1[C:3]([C:9]2[N:10]([CH:15]([CH3:17])[CH3:16])[C:11]([CH3:14])=[N:12][CH:13]=2)=[N:4][C:5]([NH2:8])=[N:6][CH:7]=1.C[O:19][C:20]([C:22]1[S:23][C:24](Br)=[CH:25][CH:26]=1)=[O:21].CC1(C)C2C(=C(P(C3C=CC=CC=3)C3C=CC=CC=3)C=CC=2)OC2C(P(C3C=CC=CC=3)C3C=CC=CC=3)=CC=CC1=2.C([O-])([O-])=O.[Cs+].[Cs+]>O1CCOCC1.O1CCOCC1.C1COCC1.C1C=CC(/C=C/C(/C=C/C2C=CC=CC=2)=O)=CC=1.C1C=CC(/C=C/C(/C=C/C2C=CC=CC=2)=O)=CC=1.C1C=CC(/C=C/C(/C=C/C2C=CC=CC=2)=O)=CC=1.[Pd].[Pd]>[F:1][C:2]1[C:3]([C:9]2[N:10]([CH:15]([CH3:17])[CH3:16])[C:11]([CH3:14])=[N:12][CH:13]=2)=[N:4][C:5]([NH:8][C:24]2[S:23][C:22]([C:20]([OH:21])=[O:19])=[CH:26][CH:25]=2)=[N:6][CH:7]=1 |f:3.4.5,7.8,9.10.11.12.13|. Reported procedure: A mixture of the above amine (235 mg, 1.71 mmol), 5-bromo-thiophene-2-carboxylic acid methyl ester (565 mg, 2.56 mmol), Pd2(dba)3 (31 mg, 0.03 mmol), XantPhos (49 mg, 0.09 mmol) and Cs2CO3 (1.1 g, 3.42 mmol) in dioxane was heated in a pressure vessel at 130° C. After 13 hours, the reaction mixture was diluted with dioxane/THF (1:1, 40 mL) and stirred. The mixture was then filtered through celite pad and washed with DCM/THF. The filtrate was then concentrated and used further without purification... Reactants: CCc1c(C(F)(F)F)nn(-c2ccc(S(N)(=O)=O)nc2)c1-c1ccc(Br)c(F)c1, CCCC[Sn](CCCC)(CCCC)c1cncs1, C1COCCO1, CCOC(C)=O, [Cl-], [Li+], c1ccc(P(c2ccccc2)(c2ccccc2)[Pd](P(c2ccccc2)(c2ccccc2)c2ccccc2)(P(c2ccccc2)(c2ccccc2)c2ccccc2)P(c2ccccc2)(c2ccccc2)c2ccccc2)cc1. Yields the product CCc1c(C(F)(F)F)nn(-c2ccc(S(N)(=O)=O)nc2)c1-c1ccc(-c2cncs2)c(F)c1. Reaction SMILES: [Br:1][c:2]1[c:3]([F:29])[cH:4][c:5](-[c:8]2[c:9]([CH2:27][CH3:28])[c:10]([C:23]([F:24])([F:25])[F:26])[n:11][n:12]2-[c:13]2[cH:14][cH:15][c:16]([S:19](=[O:20])(=[O:21])[NH2:22])[n:17][cH:18]2)[cH:6][cH:7]1.[CH2:30]([Sn:31]([CH2:32][CH2:33][CH2:34][CH3:40])([c:35]1[cH:36][n:37][cH:38][s:39]1)[CH2:41][CH2:42][CH2:43][CH3:44])[CH2:45][CH2:46][CH3:47].[CH2:50]1[O:51][CH2:52][CH2:53][O:54][CH2:55]1.[CH3:56][CH2:57][O:58][C:59](=[O:60])[CH3:61].[Cl-:49].[Li+:48].[cH:62]1[cH:63][cH:64][c:65]([P:66]([Pd:67]([P:68]([c:69]2[cH:70][cH:71][cH:72][cH:73][cH:74]2)([c:75]2[cH:76][cH:77][cH:78][cH:79][cH:80]2)[c:81]2[cH:82][cH:83][cH:84][cH:85][cH:86]2)([P:87]([c:88]2[cH:89][cH:90][cH:91][cH:92][cH:93]2)([c:94]2[cH:95][cH:96][cH:97][cH:98][cH:99]2)[c:100]2[cH:101][cH:102][cH:103][cH:104][cH:105]2)[P:106]([c:107]2[cH:108][cH:109][cH:110][cH:111][cH:112]2)([c:113]2[cH:114][cH:115][cH:116][cH:117][cH:118]2)[c:119]2[cH:120][cH:121][cH:122][cH:123][cH:124]2)([c:125]2[cH:126][cH:127][cH:128][cH:129][cH:130]2)[c:131]2[cH:132][cH:133][cH:134][cH:135][cH:136]2)[cH:137][cH:138]1>>[c:2]1(-[c:35]2[cH:36][n:37][cH:38][s:39]2)[c:3]([F:29])[cH:4][c:5](-[c:8]2[c:9]([CH2:27][CH3:28])[c:10]([C:23]([F:24])([F:25])[F:26])[n:11][n:12]2-[c:13]2[cH:14][cH:15][c:16]([S:19](=[O:20])(=[O:21])[NH2:22])[n:17][cH:18]2)[cH:6][cH:7]1. The reactants are CC(Cl)c1cccnc1, OC(C1=CC(NC=C2CN(C)C)=C2C=C1)=O. Reagents/catalysts: O=C([O-])[O-].[Cs+].[Cs+] (cesium carbonate), [I-].[K+] (potassium iodide). Solvent: CN(C)C=O (DMF), CN(C)C=O (dmf), CN(C)C=O (DMF). Conditions: temperature 70 celsius, time 16 hour. The product is O=C(C1=CC(NC=C2CN(C)C)=C2C=C1)OC(C)C3=CC=CN=C3. Starting materials: C1(=CC=CC=C1)CCN1CC(CCC1)C1=CC(=C(C=C1)OC)OC (N-(β-phenylethyl)-3-(3',4'-dimethoxyphenyl)-piperidine), Br (hydrobromic acid). Product: C1(=CC=CC=C1)CCN1CC(CCC1)C1=CC(=C(C=C1)O)O (N-(β-phenylethyl)-3-(3',4'-dihydroxyphenyl)-piperidine). Yield: 88.5%. Reaction SMILES: [C:1]1([CH2:7][CH2:8][N:9]2[CH2:14][CH2:13][CH2:12][CH:11]([C:15]3[CH:20]=[CH:19][C:18]([O:21]C)=[C:17]([O:23]C)[CH:16]=3)[CH2:10]2)[CH:6]=[CH:5][CH:4]=[CH:3][CH:2]=1.Br>>[C:1]1([CH2:7][CH2:8][N:9]2[CH2:14][CH2:13][CH2:12][CH:11]([C:15]3[CH:20]=[CH:19][C:18]([OH:21])=[C:17]([OH:23])[CH:16]=3)[CH2:10]2)[CH:6]=[CH:5][CH:4]=[CH:3][CH:2]=1. Reported procedure: A mixture of 3.3 g of N-(β-phenylethyl)-3-(3',4'-dimethoxyphenyl)-piperidine and 33 ml of 66% hydrobromic acid was refluxed for an hour and was then distilled to dryness under reduced pressure. The residue was taken up in a water-methylene chloride mixture and was made alkaline with an aqueous solution saturated with sodium bicarbonate. The organic phase was decanted and the aqueous phase was extracted with methylene chloride. The combined organic phases were washed with water, dried over magnes...